This data is from the Open Reaction Database (ORD), a public repository of structured organic reaction records. The task is: describe an organic reaction: reactants, conditions, products, and yield Reactants: C1(=CC=CC=C1)C#CC=1C=C(C=NC1)C(=O)N1CCC(CC1)C=1C=C(C#N)C=CC1 (3-[1-(5-phenylethynyl-pyridine-3-carbonyl)-piperidin-4-yl]-benzonitrile), Cl (hydrogen chloride). The solvent is C(C)(=O)OCC (ethyl acetate). Reaction conditions: time 4 hour. Yields the product Cl.Cl.C1(=CC=CC=C1)C#CC=1C=C(C=NC1)C(=O)N1CCC(CC1)C=1C=C(CN)C=CC1 (3-[1-(5-phenylethynyl-pyridine-3-carbonyl)-piperidin-4-yl]-benzylamine di-hydrochloride). RXN SMILES: [C:1]1([C:7]#[C:8][C:9]2[CH:10]=[C:11]([C:15]([N:17]3[CH2:22][CH2:21][CH:20]([C:23]4[CH:24]=[C:25]([CH:28]=[CH:29][CH:30]=4)[C:26]#[N:27])[CH2:19][CH2:18]3)=[O:16])[CH:12]=[N:13][CH:14]=2)[CH:6]=[CH:5][CH:4]=[CH:3][CH:2]=1.[ClH:31]>C(OCC)(=O)C>[ClH:31].[ClH:31].[C:1]1([C:7]#[C:8][C:9]2[CH:10]=[C:11]([C:15]([N:17]3[CH2:18][CH2:19][CH:20]([C:23]4[CH:24]=[C:25]([CH:28]=[CH:29][CH:30]=4)[CH2:26][NH2:27])[CH2:21][CH2:22]3)=[O:16])[CH:12]=[N:13][CH:14]=2)[CH:2]=[CH:3][CH:4]=[CH:5][CH:6]=1 |f:3.4.5|. Procedure: A solution of 3-[1-(5-phenylethynyl-pyridine-3-carbonyl)-piperidin-4-yl]-benzonitrile (0.15 g, 0.25 mmol) in ethyl acetate (20 ml) was cooled to 0° C. and then saturated with hydrogen chloride gas. The reaction mixture was stirred at ambient temperature for 4 hours and then concentrated to dryness under vacuum. The residue was treated with ethyl acetate (10 ml) and the solvent removed under vacuum. This process was repeated twice to give 3-[1-(5-phenylethynyl-pyridine-3-carbonyl)-piperidin-4-yl]... The product is COc1ccc(C(=CC#N)c2cccc(N)c2)cc1OC. As a reaction SMILES: [CH3:1][O:2][c:3]1[cH:4][c:5]([C:11](=[CH:12][C:13]#[N:14])[c:15]2[cH:16][c:17]([N+:21]([O-:22])=[O:23])[cH:18][cH:19][cH:20]2)[cH:6][cH:7][c:8]1[O:9][CH3:10].[CH3:26][CH2:27][O:28][C:29](=[O:30])[CH3:31].[H:24][H:25]>>[CH3:1][O:2][c:3]1[cH:4][c:5]([C:11](=[CH:12][C:13]#[N:14])[c:15]2[cH:16][c:17]([NH2:21])[cH:18][cH:19][cH:20]2)[cH:6][cH:7][c:8]1[O:9][CH3:10]. The reactants are COc1ccc(C(=CC#N)c2cccc([N+](=O)[O-])c2)cc1OC, CCOC(C)=O, [H][H]. The reactants are CC(C)(C)OC(=O)N1CCC(CC(=O)N2CCN(C3c4ccc(Cl)cc4CCc4cc(Br)cnc43)CC2)CC1, CO, [Na+], C1COCCO1, [OH-], O=S(=O)(O)O. Product: O=C(CC1CCNCC1)N1CCN(C2c3ccc(Cl)cc3CCc3cc(Br)cnc32)CC1. Reaction SMILES: [Br:1][c:2]1[cH:3][c:4]2[c:5]([n:6][cH:7]1)[CH:8]([N:18]1[CH2:19][CH2:20][N:21]([C:24](=[O:25])[CH2:26][CH:27]3[CH2:28][CH2:29][N:30]([C:33]([O:34][C:35]([CH3:36])([CH3:37])[CH3:38])=[O:39])[CH2:31][CH2:32]3)[CH2:22][CH2:23]1)[c:9]1[c:10]([cH:13][c:14]([Cl:17])[cH:15][cH:16]1)[CH2:11][CH2:12]2.[CH3:47][OH:48].[Na+:46].[O:49]1[CH2:50][CH2:51][O:52][CH2:53][CH2:54]1.[OH-:45].[S:40](=[O:41])(=[O:42])([OH:43])[OH:44]>>[Br:1][c:2]1[cH:3][c:4]2[c:5]([n:6][cH:7]1)[CH:8]([N:18]1[CH2:19][CH2:20][N:21]([C:24](=[O:25])[CH2:26][CH:27]3[CH2:28][CH2:29][NH:30][CH2:31][CH2:32]3)[CH2:22][CH2:23]1)[c:9]1[c:10]([cH:13][c:14]([Cl:17])[cH:15][cH:16]1)[CH2:11][CH2:12]2. Reaction SMILES: [OH:1][C:2]1[C@H:6]([CH2:7][CH2:8]/[CH:9]=[CH:10]\[CH2:11][CH2:12][CH2:13][CH2:14][CH2:15][CH2:16][CH2:17][CH2:18][CH2:19][CH2:20][CH2:21][CH2:22][CH2:23][CH3:24])[O:5][C:4](=[O:25])[C:3]=1[O:26]/C=C/C.CO>C(O)(=O)C>[OH:26][C:3]1[C:4](=[O:25])[O:5][C@@H:6]([CH2:7][CH2:8]/[CH:9]=[CH:10]\[CH2:11][CH2:12][CH2:13][CH2:14][CH2:15][CH2:16][CH2:17][CH2:18][CH2:19][CH2:20][CH2:21][CH2:22][CH2:23][CH3:24])[C:2]=1[OH:1]. Procedure: To a 100 mL round bottom flask was added, under nitrogen, 0.2 g (0.49 mmol) (S)-4-hydroxy-5-[(Z)-3-octadecenyl]-3-[(E)-propenyloxy]-2(5H)-furanone was dissolved in 60 mL of 50% aqueous acetic acid. The solution was heated at reflux (oil bath) for 15 minutes, cooled, and the aqueous acetic acid removed in vacuo. The residue was purified over silica gel using 12% methanol in chloroform as eluant to give 0.17 g (95%) of white waxy solid: mp 64°-66°C; [α]D25 -9.9° (C=0.5, CH3OH); IR (neat, cm-1) 342... Product: OC=1C(O[C@H](C1O)CC\C=C/CCCCCCCCCCCCCC)=O ((S)-3,4-Dihydroxy-5-[(Z)-3-octadecenyl]-2(5H)-furanone). The solvent is C(C)(=O)O (acetic acid). Reactants: CO (CH3OH), OC1=C(C(O[C@H]1CC\C=C/CCCCCCCCCCCCCC)=O)O\C=C\C ((S)-4-hydroxy-5-[(Z)-3-octadecenyl]-3-[(E)-propenyloxy]-2(5H)-furanone), C22H38O4. Starting materials: CC#N, F, CC(C)(C)[Si](C)(C)OCC1=CC=C(CNC(=O)c2ccccc2O)SS1. Yields the product O=C(NCC1=CC=C(CO)SS1)c1ccccc1O. Reaction SMILES: [CH3:28][C:29]#[N:30].[FH:27].[OH:1][c:2]1[c:3]([C:4](=[O:5])[NH:6][CH2:7][C:8]2=[CH:13][CH:12]=[C:11]([CH2:14][O:15][Si:16]([C:17]([CH3:18])([CH3:19])[CH3:20])([CH3:21])[CH3:22])[S:10][S:9]2)[cH:23][cH:24][cH:25][cH:26]1>>[OH:1][c:2]1[c:3]([C:4](=[O:5])[NH:6][CH2:7][C:8]2=[CH:13][CH:12]=[C:11]([CH2:14][OH:15])[S:10][S:9]2)[cH:23][cH:24][cH:25][cH:26]1. Reactants: ClC1=NC=C(C2=C1C=NN2)OC (4-chloro-7-methoxy-1H-pyrazolo[4,3-c]pyridine), ClC1=NC=CC2=C1C=NN2C2OCCCC2 (4-chloro-1-(tetrahydro-2H-pyran-2-yl)-1H-pyrazolo[4,3-c]pyridine). Product: ClC1=NC=C(C2=C1C=NN2C2OCCCC2)OC (4-Chloro-7-methoxy-1-(tetrahydro-2H-pyran-2-yl)-1H-pyrazolo[4,3-c]pyridine). RXN SMILES: [Cl:1][C:2]1[C:7]2[CH:8]=[N:9][NH:10][C:6]=2[C:5]([O:11][CH3:12])=[CH:4][N:3]=1.ClC1C2C=NN([CH:23]3[CH2:28][CH2:27][CH2:26][CH2:25][O:24]3)C=2C=CN=1>>[Cl:1][C:2]1[C:7]2[CH:8]=[N:9][N:10]([CH:23]3[CH2:28][CH2:27][CH2:26][CH2:25][O:24]3)[C:6]=2[C:5]([O:11][CH3:12])=[CH:4][N:3]=1. Procedure: C5 was converted to the product using the method described for synthesis of 4-chloro-1-(tetrahydro-2H-pyran-2-yl)-1H-pyrazolo[4,3-c]pyridine P3 in Preparation P3. The product was obtained as a light yellow oil, which solidified upon standing. Yield: 120 mg, 0.448 mmol, 41%. LCMS m/z 268.1 [M+H+]. 1H NMR (400 MHz, CDCl3) δ 8.11-8.12 (m, 1H), 7.72 (s, 1H), 6.12 (dd, J=10.0, 2.6 Hz, 1H), 4.06 (s, 3H), 4.04-4.10 (m, 1H), 3.69-3.77 (m, 1H), 2.51-2.62 (m, 1H), 2.12-2.21 (m, 1H), 2.00-2.08 (m, 1H), 1.5... Run in CS(=O)C (dimethyl sulfoxide), CS(=O)C (dimethyl sulfoxide). Reaction SMILES: [CH2:1]([N:8]1[C:16]2[C:11](=[CH:12][CH:13]=[CH:14][CH:15]=2)[CH:10]([NH:17][C:18]([CH3:20])=[O:19])[C:9]1=[O:21])[C:2]1[CH:7]=[CH:6][CH:5]=[CH:4][CH:3]=1.CC(C)([O-])C.[K+].Br[CH2:29][C:30]([O:32][CH2:33][CH3:34])=[O:31].[Cl-].[Na+]>CS(C)=O>[CH2:1]([N:8]1[C:16]2[C:11](=[CH:12][CH:13]=[CH:14][CH:15]=2)[C:10]([CH2:29][C:30]([O:32][CH2:33][CH3:34])=[O:31])([NH:17][C:18]([CH3:20])=[O:19])[C:9]1=[O:21])[C:2]1[CH:3]=[CH:4][CH:5]=[CH:6][CH:7]=1 |f:1.2,4.5|. Starting materials: BrCC(=O)OCC (ethyl bromoacetate), [Cl-].[Na+] (sodium chloride), C(C1=CC=CC=C1)N1C(C(C2=CC=CC=C12)NC(=O)C)=O ((RS)-1-benzyl-3-(methylcarbonylamino)indolin-2-one), solution, CC(C)([O-])C.[K+] (potassium t-butoxide). Yields the product C(C1=CC=CC=C1)N1C(C(C2=CC=CC=C12)(NC(=O)C)CC(=O)OCC)=O ((RS)-1-Benzyl-3-ethoxycarbonylmethyl-3-(methylcarbonylamino)indolin-2-one). Run at time 10 minute. The yield is 76.0%. Reported procedure: To a solution of 0.84 g of (RS)-1-benzyl-3-(methylcarbonylamino)indolin-2-one in 15 ml of dry dimethyl sulfoxide was added 3 ml of a 1M solution of potassium t-butoxide in dry dimethyl sulfoxide at room temperature under a nitrogen atmosphere, followed by stirring for 10 minutes. To the solution was added dropwise 1.11 ml of ethyl bromoacetate, followed by stirring at the same temperature for 30 minutes. The reaction mixture was poured into an aqueous solution of sodium chloride and extracted wi... Starting materials: CN1c2cccc(CO)c2Sc2c1cccc2C(C)(C)O[SiH2]C(C)(C)C, CCOC(=O)N=NC(=O)OCC, O=C1NC(=O)c2ccccc21, C1CCOC1, c1ccc(P(c2ccccc2)c2ccccc2)cc1. As a reaction SMILES: [C:13]([CH3:14])([CH3:15])([CH3:16])[SiH2:17][O:18][C:19]([c:20]1[c:21]2[c:30]([cH:31][cH:32][cH:33]1)[N:29]([CH3:34])[c:28]1[c:23]([c:24]([CH2:35][OH:36])[cH:25][cH:26][cH:27]1)[S:22]2)([CH3:37])[CH3:38].[O:1]=[C:2]([O:3][CH2:4][CH3:5])[N:6]=[N:7][C:8]([O:9][CH2:10][CH3:11])=[O:12].[O:39]=[C:40]1[NH:41][C:42](=[O:43])[c:44]2[cH:45][cH:46][cH:47][cH:48][c:49]21.[O:69]1[CH2:70][CH2:71][CH2:72][CH2:73]1.[c:50]1([P:51]([c:52]2[cH:53][cH:54][cH:55][cH:56][cH:57]2)[c:58]2[cH:59][cH:60][cH:61][cH:62][cH:63]2)[cH:64][cH:65][cH:66][cH:67][cH:68]1>>[C:13]([CH3:14])([CH3:15])([CH3:16])[SiH2:17][O:18][C:19]([c:20]1[c:21]2[c:30]([cH:31][cH:32][cH:33]1)[N:29]([CH3:34])[c:28]1[c:23]([c:24]([CH2:35][N:41]3[C:40](=[O:39])[c:49]4[c:44]([cH:45][cH:46][cH:47][cH:48]4)[C:42]3=[O:43])[cH:25][cH:26][cH:27]1)[S:22]2)([CH3:37])[CH3:38]. Yields the product CN1c2cccc(CN3C(=O)c4ccccc4C3=O)c2Sc2c1cccc2C(C)(C)O[SiH2]C(C)(C)C.